describe an organic reaction: reactants, conditions, products, and yield From a dataset of the Open Reaction Database (ORD), a public repository of structured organic reaction records. The reactants are C(CC)C1=NC2=C(N1CC1=CC=C(C=C1)C=1C(=CC=CC1)C(=O)OC(C)(C)C)C=C(C=C2C)C=2N=C1N(CCCC1)C2 (tert.butyl 4'-[(2-n-propyl-4-methyl-6-(5,6,7,8-tetrahydro-imidazo-[1,2-a]pyridin-2-yl)-benzimidazol-1-yl)-methyl]-biphenyl-2-carboxylate), FC(C(=O)O)(F)F (trifluoroacetic acid). Run in C(Cl)Cl (methylene chloride). Yields the product C(CC)C1=NC2=C(N1CC1=CC=C(C=C1)C=1C(=CC=CC1)C(=O)O)C=C(C=C2C)C=2N=C1N(CCCC1)C2 (4'-[(2-n-Propyl-4-methyl-6-(5,6,7,8-tetrahydro-imidazo[1,2-a]-pyridin-2-yl)-benzimidazol-1-yl)-methyl]-biphenyl-2-carboxylic acid). As a reaction SMILES: [CH2:1]([C:4]1[N:8]([CH2:9][C:10]2[CH:15]=[CH:14][C:13]([C:16]3[C:17]([C:22]([O:24]C(C)(C)C)=[O:23])=[CH:18][CH:19]=[CH:20][CH:21]=3)=[CH:12][CH:11]=2)[C:7]2[CH:29]=[C:30]([C:34]3[N:35]=[C:36]4[CH2:41][CH2:40][CH2:39][CH2:38][N:37]4[CH:42]=3)[CH:31]=[C:32]([CH3:33])[C:6]=2[N:5]=1)[CH2:2][CH3:3].FC(F)(F)C(O)=O>C(Cl)Cl>[CH2:1]([C:4]1[N:8]([CH2:9][C:10]2[CH:15]=[CH:14][C:13]([C:16]3[C:17]([C:22]([OH:24])=[O:23])=[CH:18][CH:19]=[CH:20][CH:21]=3)=[CH:12][CH:11]=2)[C:7]2[CH:29]=[C:30]([C:34]3[N:35]=[C:36]4[CH2:41][CH2:40][CH2:39][CH2:38][N:37]4[CH:42]=3)[CH:31]=[C:32]([CH3:33])[C:6]=2[N:5]=1)[CH2:2][CH3:3]. Reported procedure: Prepared analogously to Example 1 from tert.butyl 4'-[(2-n-propyl-4-methyl-6-(5,6,7,8-tetrahydro-imidazo-[1,2-a]pyridin-2-yl)-benzimidazol-1-yl)-methyl]-biphenyl-2-carboxylate and trifluoroacetic acid in methylene chloride. Starting materials: C1(=CC=CC=C1)B(O)O (phenylboronic acid), C([O-])([O-])=O.[Na+].[Na+] (sodium carbonate), ClC1=C2C(=C(N=N1)N1[C@H](CN[C@@H](C1)C)C)C=NC=C2 (1-chloro-4-(rac-2,5-trans-dimethylpiperazine-1-yl)pyrido[3,4-d]pyridazine). The reagents and catalysts are C=1C=CC(=CC1)[P](C=2C=CC=CC2)(C=3C=CC=CC3)[Pd]([P](C=4C=CC=CC4)(C=5C=CC=CC5)C=6C=CC=CC6)([P](C=7C=CC=CC7)(C=8C=CC=CC8)C=9C=CC=CC9)[P](C=1C=CC=CC1)(C=1C=CC=CC1)C=1C=CC=CC1 (Tetrakis(triphenylphosphine)palladium). Reaction conditions: temperature 100 celsius. Yields the product C[C@@H]1N(C[C@H](NC1)C)C=1N=NC(=C2C1C=NC=C2)C2=CC=CC=C2 (racemic 4-(trans-2,5-dimethylpiperazine-1-yl)-1-phenylpyrido[3,4-d]pyridazine). Isolated yield 93.2%. As a reaction SMILES: [C:1]1(B(O)O)[CH:6]=[CH:5][CH:4]=[CH:3][CH:2]=1.C(=O)([O-])[O-].[Na+].[Na+].Cl[C:17]1[N:22]=[N:21][C:20]([N:23]2[CH2:28][C@@H:27]([CH3:29])[NH:26][CH2:25][C@@H:24]2[CH3:30])=[C:19]2[CH:31]=[N:32][CH:33]=[CH:34][C:18]=12>C1C=CC([P]([Pd]([P](C2C=CC=CC=2)(C2C=CC=CC=2)C2C=CC=CC=2)([P](C2C=CC=CC=2)(C2C=CC=CC=2)C2C=CC=CC=2)[P](C2C=CC=CC=2)(C2C=CC=CC=2)C2C=CC=CC=2)(C2C=CC=CC=2)C2C=CC=CC=2)=CC=1>[CH3:30][C@H:24]1[CH2:25][NH:26][C@H:27]([CH3:29])[CH2:28][N:23]1[C:20]1[N:21]=[N:22][C:17]([C:1]2[CH:6]=[CH:5][CH:4]=[CH:3][CH:2]=2)=[C:18]2[CH:34]=[CH:33][N:32]=[CH:31][C:19]=12 |f:1.2.3,^1:38,40,59,78|. Reported procedure: Tetrakis(triphenylphosphine)palladium (146 mg, 126 μmol), phenylboronic acid (461 mg, 3.78 mmol), 2 M sodium carbonate (2520 μl, 5.04 mmol), and 1-chloro-4-(trans-2,5-dimethylpiperazine-1-yl)pyrido[3,4-d]pyridazine 43 (700 mg, 2.52 mmol) were added to a round bottom flask. The reaction vessel was purged with nitrogen and toluene (25 mL) was added. The reaction was heated to 100° C. overnight. After cooling to RT, the reaction was diluted with 250 mL of ethyl acetate and washed with 1×50 mL of sa... The reactants are BrCC(=O)C1=CC=C(C(=O)OC)C=C1 (methyl 4-bromoacetylbenzoate), C(C)(=O)NC(=N)N (acetylguanidine). Solvent: C(C)#N (acetonitrile). Product: NC=1NC=C(N1)C1=CC=C(C(=O)OC)C=C1 (methyl 4-[2-aminoimidazol-4-yl]benzoate). RXN SMILES: Br[CH2:2][C:3]([C:5]1[CH:14]=[CH:13][C:8]([C:9]([O:11][CH3:12])=[O:10])=[CH:7][CH:6]=1)=O.C([NH:18][C:19]([NH2:21])=[NH:20])(=O)C>C(#N)C>[NH2:21][C:19]1[NH:18][CH:2]=[C:3]([C:5]2[CH:14]=[CH:13][C:8]([C:9]([O:11][CH3:12])=[O:10])=[CH:7][CH:6]=2)[N:20]=1. Procedure details: At room temperature, methyl 4-bromoacetylbenzoate (1.37 g) and acetylguanidine (1.62 g) were suspended in acetonitrile, followed by heating under reflux for 16 hours. The solvent was then distilled off under reduced pressure. Water was added to the residue. The insoluble matter so precipitated was collected by filtration, followed by washing with ethanol, whereby methyl 4-[2-aminoimidazol-4-yl]benzoate was obtained. The resulting product was dissolved in a mixed solvent of dioxane (10 ml) and 1N... Reactants: ice water, C(C)OC(CNC([C@@H](NC(=O)OC(C)(C)C)C(C)(C)SC(C1=CC=CC=C1)(C1=CC=CC=C1)C1=CC=CC=C1)=O)=O (N-t-butoxycarbonyl-S-trityl-L-penicillamylglycine ethyl ester), N1=C(C=CC=C1C)C (2,6lutidine), FC(S(=O)(=O)O[Si](C)(C)C)(F)F (trimethylsilyl trifluoromethanesulfonate). The yield is 102.2%. Run at time 1 hour. Solvent: ClCCl (dichloromethane). As a reaction SMILES: [CH2:1]([O:3][C:4](=[O:41])[CH2:5][NH:6][C:7](=[O:40])[C@H:8]([C:17]([S:20][C:21]([C:34]1[CH:39]=[CH:38][CH:37]=[CH:36][CH:35]=1)([C:28]1[CH:33]=[CH:32][CH:31]=[CH:30][CH:29]=1)[C:22]1[CH:27]=[CH:26][CH:25]=[CH:24][CH:23]=1)([CH3:19])[CH3:18])[NH:9]C(OC(C)(C)C)=O)[CH3:2].N1C(C)=CC=CC=1C.FC(F)(F)S(O[Si](C)(C)C)(=O)=O>ClCCl>[CH2:1]([O:3][C:4](=[O:41])[CH2:5][NH:6][C:7](=[O:40])[C@H:8]([C:17]([S:20][C:21]([C:28]1[CH:33]=[CH:32][CH:31]=[CH:30][CH:29]=1)([C:22]1[CH:23]=[CH:24][CH:25]=[CH:26][CH:27]=1)[C:34]1[CH:39]=[CH:38][CH:37]=[CH:36][CH:35]=1)([CH3:19])[CH3:18])[NH2:9])[CH3:2]. Reported procedure: To the solution of N-t-butoxycarbonyl-S-trityl-L-penicillamylglycine ethyl ester (B-2) (4.5 g) and 2,6lutidine (2.8 ml) in dichloromethane (100 ml), was added dropwise at 0° C. the solution of trimethylsilyl trifluoromethanesulfonate (3.9 ml), and the mixture was stirred for 1 hour while the temperature was gradually returned to the room temperature. To the reaction mixture was added ice-water, and the organic layer was washed with 1N-hydrochloric acid, water, an aqueous solution of sodium hydro... The product is C(C)OC(CNC([C@@H](N)C(C)(C)SC(C1=CC=CC=C1)(C1=CC=CC=C1)C1=CC=CC=C1)=O)=O (S-trityl-L-penicillamylglycine ethyl ester). Starting materials: CC(=O)O, CN(C)C=O, CC(C)Br, [H-], O=Cc1c[nH]nc1-c1ccc([N+](=O)[O-])o1, [Na+], O. The product is CC(C)n1cc(C=O)c(-c2ccc([N+](=O)[O-])o2)n1. RXN SMILES: [CH3:22][C:23](=[O:24])[OH:25].[CH3:26][N:27]([CH3:28])[CH:29]=[O:30].[CH:18]([CH3:19])([CH3:20])[Br:21].[H-:16].[N+:1](=[O:2])([O-:3])[c:4]1[cH:5][cH:6][c:7](-[c:9]2[n:10][nH:11][cH:12][c:13]2[CH:14]=[O:15])[o:8]1.[Na+:17].[OH2:31]>>[N+:1](=[O:2])([O-:3])[c:4]1[cH:5][cH:6][c:7](-[c:9]2[n:10][n:11]([CH:18]([CH3:19])[CH3:20])[cH:12][c:13]2[CH:14]=[O:15])[o:8]1.